Dataset: the Open Reaction Database (ORD), a public repository of structured organic reaction records. Task: describe an organic reaction: reactants, conditions, products, and yield The reactants are [Li].CC(C)NC(C)C (N-(1-methylethyl)-2-propanamine lithium salt), FC(OC1=C(C=C(C=C1)CC#N)OC1COCC1)F ((±)-4-(difluoromethoxy)-3-[(tetrahydro-3-furanyl)oxy]benzeneacetonitrile), [I-] (iodide). Run in C1CCOC1 (THF). Reaction conditions: temperature -78 celsius, time 2 hour. The product is FC(OC1=C(C=C(C=C1)C(C#N)C)OC1COCC1)F ((±)-4-(difluoromethoxy)-alpha-methyl-3-[(tetrahydro-3-furanyl)oxy]benzeneacetonitrile). Isolated yield 53.0%. Reaction SMILES: [Li].[CH3:2]C(NC(C)C)C.[F:9][CH:10]([F:27])[O:11][C:12]1[CH:17]=[CH:16][C:15]([CH2:18][C:19]#[N:20])=[CH:14][C:13]=1[O:21][CH:22]1[CH2:26][CH2:25][O:24][CH2:23]1.[I-]>C1COCC1>[F:27][CH:10]([F:9])[O:11][C:12]1[CH:17]=[CH:16][C:15]([CH:18]([CH3:2])[C:19]#[N:20])=[CH:14][C:13]=1[O:21][CH:22]1[CH2:26][CH2:25][O:24][CH2:23]1 |f:0.1,^1:0|. Reported procedure: N-(1-methylethyl)-2-propanamine lithium salt (0.0325 mol; 1 M in THF) was added dropwise and under N2 flow to intermediate 4 (0.0309 mol) in THF (70 ml), cooled to -78° C. The mixture was stirred for 30 minutes at -78° C. lodomethane iodide (0.034 mol) was added dropwise and the reaction mixture was stirred for 2 hours at RT. The mixture was quenched with a saturated aqueous NH4Cl solution, and extracted with ethylacetate. The separated organic layer was dried, filtered, and the solvent was evap... The reactants are Cl (HCl), CO (MeOH), C(=C)C=1C=C(C=NC1)OC[C@H]1NCCC1 (5-ethenyl-3-(2-(S)-pyrrolidinylmethoxy)pyridine), Cl (hydrogen chloride), CI NH3. Run in CCOCC (Et2O). The product is Cl.Cl.C(=C)C=1C=C(C=NC1)OC[C@H]1NCCC1 (5-Ethenyl-3-(2-(S)-pyrrolidinylmethoxy)pyridine dihydrochloride). RXN SMILES: [CH:1]([C:3]1[CH:4]=[C:5]([O:9][CH2:10][C@@H:11]2[CH2:15][CH2:14][CH2:13][NH:12]2)[CH:6]=[N:7][CH:8]=1)=[CH2:2].[ClH:16].CO>CCOCC>[ClH:16].[ClH:16].[CH:1]([C:3]1[CH:4]=[C:5]([O:9][CH2:10][C@@H:11]2[CH2:15][CH2:14][CH2:13][NH:12]2)[CH:6]=[N:7][CH:8]=1)=[CH2:2] |f:4.5.6|. Reported procedure: To a solution of 5-ethenyl-3-(2-(S)-pyrrolidinylmethoxy)pyridine from step b above in Et2O was added hydrogen chloride (1.0 M in Et2O) carefully to afford the tittle compound: mp 97° C. (dec). 1H NMR (D2O) δ 1.97 (m, 1H), 2.04-2.20 (m, 2H), 2.30 (m, 1H), 3.42 (t, 2H, J=7.0 Hz), 4.17 (m, 1H), 4.40 (dd, 1H, J=7.5, 10.5 Hz), 4.61 (dd, 1H, J=3.5, 10.5 Hz), 5.70 (d, 1H, J=11.0 Hz), 6.13 (d, 1H, J=17.5 Hz), 6.85 (dd, 1H, J=11.0, 17.5 Hz), 8.15 (t, 1H, J=3.0 Hz), 8.39 (d, 1H, J=2.5Hz), 8.48 (s, 1H). MS... Procedure details: Prepared as in Example 1a from 2-amino-4-methylbenzonitrile and benzoyl isothiocyanate as a pale-yellow powder. 1H NMR (400 MHz, DMSO-d6) δ7.32 (d, J=8.0 Hz, 1H), 7.51-7.58 (m, 3H), 7.67 (t, J=7.8 Hz, 1H), 7.78 (d, J=8.0 Hz, 1H), 7.98-8.01 (m, 2H), 11.88 (s, 1H), 12.49 (s, 1H). MS 296 (MH+). As a reaction SMILES: [NH2:1][C:2]1[CH:9]=[C:8]([CH3:10])[CH:7]=[CH:6][C:3]=1[C:4]#[N:5].[C:11]([N:19]=[C:20]=[S:21])(=[O:18])[C:12]1[CH:17]=[CH:16][CH:15]=[CH:14][CH:13]=1>>[C:4]([C:3]1[CH:6]=[CH:7][C:8]([CH3:10])=[CH:9][C:2]=1[NH:1][C:20]([NH:19][C:11](=[O:18])[C:12]1[CH:13]=[CH:14][CH:15]=[CH:16][CH:17]=1)=[S:21])#[N:5]. Product: C(#N)C1=C(C=C(C=C1)C)NC(=S)NC(C1=CC=CC=C1)=O (N-(2-Cyano-5-methylphenylcarbamothioyl)benzamide). The reactants are NC1=C(C#N)C=CC(=C1)C (2-amino-4-methylbenzonitrile), C(C1=CC=CC=C1)(=O)N=C=S (benzoyl isothiocyanate). Starting materials: C1(CCC1)N1CCC(CC1)(C)C1=CC=C(C=C1)NC=1C(=NC=C(N1)N1[C@@H]([C@@H](CCC1)NC(=O)N(C)C)C)C(=O)N (3-(4-(1-cyclobutyl-4-methylpiperidin-4-yl)phenylamino)-5-((2R,3R)-3-(3,3-dimethylureido)-2-methylpiperidin-1-yl)pyrazine-2-carboxamide), C1(CCCCC1)P(C1CCCCC1)C1=C(C=CC=C1)C1=CC=CC=C1 ((dicyclohexylphosphino)biphenyl), [Li+].C[Si](C)(C)[N-][Si](C)(C)C (LiHMDS). The reagents and catalysts are C=1C=CC(=CC1)/C=C/C(=O)/C=C/C2=CC=CC=C2.C=1C=CC(=CC1)/C=C/C(=O)/C=C/C2=CC=CC=C2.C=1C=CC(=CC1)/C=C/C(=O)/C=C/C2=CC=CC=C2.[Pd].[Pd] (Pd2(dba)3). The solvent is C1CCOC1 (THF). Reaction conditions: temperature 60 celsius, time 8 hour. Product: C1(CC1)N1CCC(CC1)(C)C1=CC=C(N)C=C1 (4-(1-cyclopropyl-4-methylpiperidin-4-yl)aniline). Isolated yield 402.0%. Reaction SMILES: C1([N:5]2[CH2:10][CH2:9][C:8]([C:12]3[CH:17]=[CH:16][C:15]([NH:18]C4C(C(N)=O)=NC=C(N5CCC[C@@H](NC(N(C)C)=O)[C@H]5C)N=4)=[CH:14][CH:13]=3)([CH3:11])[CH2:7][CH2:6]2)CCC1.C1(P([C:54]2C=CC=C[C:55]=2[C:60]2C=CC=CC=2)C2CCCCC2)CCCCC1.[Li+].C[Si]([N-][Si](C)(C)C)(C)C>C1COCC1.C1C=CC(/C=C/C(/C=C/C2C=CC=CC=2)=O)=CC=1.C1C=CC(/C=C/C(/C=C/C2C=CC=CC=2)=O)=CC=1.C1C=CC(/C=C/C(/C=C/C2C=CC=CC=2)=O)=CC=1.[Pd].[Pd]>[CH:60]1([N:5]2[CH2:6][CH2:7][C:8]([C:12]3[CH:13]=[CH:14][C:15]([NH2:18])=[CH:16][CH:17]=3)([CH3:11])[CH2:9][CH2:10]2)[CH2:55][CH2:54]1 |f:2.3,5.6.7.8.9|. Reported procedure: To a suspended of 4-(4-bromophenyl)-1-cyclopropyl-4-methylpiperidine (341) (16.0 g, 54.5 mmol), (dicyclohexylphosphino)biphenyl (1.9 g, 5.4 mmol) and Pd2(dba)3 (2.5 g, 27.2 mmol) in anhydrous THF (100 mL) was added LiHMDS (1M, 109 mL, 109 mmol). The resulting mixture was purged with N2 and then stirred at 60° C. for overnight under N2 atmosphere. After cooled down to RT, the mixture was diluted with water (100 mL) and extracted with DCM (50 mL×3). The combined organic layers were washed with bri... Starting materials: C1CCOC1, CO, CCOC(=O)C1CCN(C(=O)Nc2cnc3ccc(N4CCCC4c4cc(F)ccc4F)nn23)CC1, [Li+], [OH-], O, O, O, O=C(O)CC(O)(CC(=O)O)C(=O)O. The product is O=C(O)C1CCN(C(=O)Nc2cnc3ccc(N4CCCC4c4cc(F)ccc4F)nn23)CC1. As a reaction SMILES: [CH2:53]1[O:54][CH2:55][CH2:56][CH2:57]1.[CH3:58][OH:59].[F:1][c:2]1[c:3]([CH:9]2[N:10]([c:14]3[cH:15][cH:16][c:17]4[n:18]([n:19]3)[c:20]([NH:23][C:24](=[O:25])[N:26]3[CH2:27][CH2:28][CH:29]([C:32](=[O:33])[O:34][CH2:35][CH3:36])[CH2:30][CH2:31]3)[cH:21][n:22]4)[CH2:11][CH2:12][CH2:13]2)[cH:4][c:5]([F:8])[cH:6][cH:7]1.[Li+:39].[OH-:38].[OH2:37].[OH2:60].[OH2:61].[OH:40][C:41]([CH2:42][C:43]([C:44](=[O:45])[OH:46])([CH2:47][C:48](=[O:49])[OH:50])[OH:51])=[O:52]>>[F:1][c:2]1[c:3]([CH:9]2[N:10]([c:14]3[cH:15][cH:16][c:17]4[n:18]([n:19]3)[c:20]([NH:23][C:24](=[O:25])[N:26]3[CH2:27][CH2:28][CH:29]([C:32](=[O:33])[OH:34])[CH2:30][CH2:31]3)[cH:21][n:22]4)[CH2:11][CH2:12][CH2:13]2)[cH:4][c:5]([F:8])[cH:6][cH:7]1. Run in C(C)O (ethanol). As a reaction SMILES: [CH3:1][C:2]1[CH:10]=[C:9]([CH2:11][NH:12]C(=O)CCl)[C:8]([OH:17])=[C:7]2[C:3]=1[CH2:4][CH2:5][C:6]2=[O:18].S(=O)(=O)(O)O>C(O)C>[CH3:1][C:2]1[CH:10]=[C:9]([CH2:11][NH2:12])[C:8]([OH:17])=[C:7]2[C:3]=1[CH2:4][CH2:5][C:6]2=[O:18]. Product: CC1=C2CCC(C2=C(C(=C1)CN)O)=O (4-methyl-6-aminomethyl-7-hydroxy-1-indanone). Reactants: CC1=C2CCC(C2=C(C(=C1)CNC(CCl)=O)O)=O (4-methyl-6-α-chloroacetylaminomethyl-7-hydroxy-1-indanone), S(O)(O)(=O)=O (sulfuric acid). Reported procedure: 3 Grams of 4-methyl-6-α-chloroacetylaminomethyl-7-hydroxy-1-indanone and a solution of 30 ml of concentrated sulfuric acid in 60 ml of ethanol were refluxed by heating for 8 hours. The solvent was removed by evaporation, the residue thus obtained was recrystallized from ethanol to obtain 1 g of 4-methyl-6-aminomethyl-7-hydroxy-1-indanone. The reactants are COc1cc(Br)ccc1C(=O)CBr, O=C1NC(=O)c2ccccc21, [K], CN(C)C=O. Product: COc1cc(Br)ccc1C(=O)CN1C(=O)c2ccccc2C1=O. RXN SMILES: [Br:1][CH2:2][C:3](=[O:4])[c:5]1[c:6]([O:12][CH3:13])[cH:7][c:8]([Br:11])[cH:9][cH:10]1.[C:14]1(=[O:24])[c:15]2[c:16]([cH:20][cH:21][cH:22][cH:23]2)[C:17](=[O:19])[NH:18]1.[K:25].[O:26]=[CH:27][N:28]([CH3:29])[CH3:30]>>[CH2:2]([C:3](=[O:4])[c:5]1[c:6]([O:12][CH3:13])[cH:7][c:8]([Br:11])[cH:9][cH:10]1)[N:18]1[C:14](=[O:24])[c:15]2[c:16]([cH:20][cH:21][cH:22][cH:23]2)[C:17]1=[O:19].